This data is from the Open Reaction Database (ORD), a public repository of structured organic reaction records. The task is: describe an organic reaction: reactants, conditions, products, and yield Starting materials: CC(=O)C=CC1C(C(=O)O)C1(C)C, CC(C)O, [Cl-], c1ccccc1. Yields the product CC(=O)C=CC1C(C(=O)OC(C)C)C1(C)C. Reaction SMILES: [CH3:2][C:3]1([CH3:14])[CH:4]([C:11](=[O:12])[OH:13])[CH:5]1[CH:6]=[CH:7][C:8]([CH3:9])=[O:10].[CH:15]([CH3:16])([CH3:17])[OH:18].[Cl-:1].[cH:19]1[cH:20][cH:21][cH:22][cH:23][cH:24]1>>[CH3:2][C:3]1([CH3:14])[CH:4]([C:11](=[O:12])[O:13][CH:15]([CH3:16])[CH3:17])[CH:5]1[CH:6]=[CH:7][C:8]([CH3:9])=[O:10]. Starting materials: COC(CC1=CC(=C(C=C1)C1=C(C(=NO1)C1=CC=CC=C1)C(=O)Cl)Cl)=O ([3-chloro-4-(4-chlorocarbonyl-3-phenyl-isoxazol-5-yl)-phenyl]-acetic acid methyl ester), ClC1=C(OCCN)C=CC(=C1)Cl (2-(2,4-Dichloro-phenoxy)-ethylamine), O (H2O). Solvent: C1(=CC=CC=C1)C (toluene). Reaction conditions: time 1 hour. Yields the product COC(CC1=CC(=C(C=C1)C1=C(C(=NO1)C1=CC=CC=C1)C(NCCOC1=C(C=C(C=C1)Cl)Cl)=O)Cl)=O ((3-Chloro-4-{4-[2-(2,4-dichloro-phenoxy)-ethyl-carbamoyl]-3-phenyl-isoxazol-5-yl}-phenyl)-acetic acid methyl ester). As a reaction SMILES: [Cl:1][C:2]1[CH:11]=[C:10]([Cl:12])[CH:9]=[CH:8][C:3]=1[O:4][CH2:5][CH2:6][NH2:7].[CH3:13][O:14][C:15](=[O:38])[CH2:16][C:17]1[CH:22]=[CH:21][C:20]([C:23]2[O:27][N:26]=[C:25]([C:28]3[CH:33]=[CH:32][CH:31]=[CH:30][CH:29]=3)[C:24]=2[C:34](Cl)=[O:35])=[C:19]([Cl:37])[CH:18]=1.O>C1(C)C=CC=CC=1>[CH3:13][O:14][C:15](=[O:38])[CH2:16][C:17]1[CH:22]=[CH:21][C:20]([C:23]2[O:27][N:26]=[C:25]([C:28]3[CH:33]=[CH:32][CH:31]=[CH:30][CH:29]=3)[C:24]=2[C:34](=[O:35])[NH:7][CH2:6][CH2:5][O:4][C:3]2[CH:8]=[CH:9][C:10]([Cl:12])=[CH:11][C:2]=2[Cl:1])=[C:19]([Cl:37])[CH:18]=1. Reported procedure: A solution of 2-(2,4-Dichloro-phenoxy)-ethylamine 29 (19 mg, 0.09 mmol) in toluene (0.2 mL) is cooled to 0° C. The above solution of intermediate 61 (0.06 mmol) is added and the solution is warmed to room temperature. After stirring at room temperature for 1 hour the mixture is poured into H2O and extracted three times with DCM. The organic layers are combined, dried (MgSO4), filtered, and concentrated to afford crude (3-Chloro-4-{4-[2-(2,4-dichloro-phenoxy)-ethyl-carbamoyl]-3-phenyl-isoxazol-5-...